From a dataset of the Open Reaction Database (ORD), a public repository of structured organic reaction records. describe an organic reaction: reactants, conditions, products, and yield Reactants: ClCC(C(=O)Cl)(C)C (β-chloropivaloyl chloride), N\C(=C/C(=O)OCC)\C (ethyl 3-aminocrotonate). Product: ClCC(C(=O)N\C(=C/C(=O)OCC)\C)(C)C (Ethyl N-(β-chloropivaloyl)-3-aminocrotonate). Isolated yield 42.0%. RXN SMILES: [Cl:1][CH2:2][C:3]([CH3:8])([CH3:7])[C:4](Cl)=[O:5].[NH2:9]/[C:10](/[CH3:17])=[CH:11]\[C:12]([O:14][CH2:15][CH3:16])=[O:13]>>[Cl:1][CH2:2][C:3]([CH3:8])([CH3:7])[C:4]([NH:9]/[C:10](/[CH3:17])=[CH:11]\[C:12]([O:14][CH2:15][CH3:16])=[O:13])=[O:5]. Reported procedure: Ethyl N-(β-chloropivaloyl)-3-aminocrotonate was prepared in 42% yield from β-chloropivaloyl chloride and ethyl 3-aminocrotonate by the procedure used in Example 5. M.P. 76°-77.5° C. (after recrystallization from hexanes); IR (KBr) 1705, 1675 cm-1 ; 'HNMR δ 1.06-1.23 (9H, m), 2.3 (3H, s), 3.6 (2H, s), 4.0-4.23 (2H, q) 6.7 (1H, s), 6.8-7.1 (1H, br).